Dataset: the Open Reaction Database (ORD), a public repository of structured organic reaction records. Task: describe an organic reaction: reactants, conditions, products, and yield Reactants: O=C([O-])O, O=C(NC1C(=O)NC1CCO)OCc1ccccc1, ClCCl, COC(C)(C)OC, [Cl-], [Na+], [Na+]. Yields the product CC1(C)OCCC2C(NC(=O)OCc3ccccc3)C(=O)N21. As a reaction SMILES: [C:27](=[O:28])([OH:29])[O-:30].[CH2:1]([c:2]1[cH:3][cH:4][cH:5][cH:6][cH:7]1)[O:8][C:9](=[O:10])[NH:11][CH:12]1[C:13](=[O:19])[NH:14][CH:15]1[CH2:16][CH2:17][OH:18].[CH2:34]([Cl:35])[Cl:36].[CH3:20][O:21][C:22]([CH3:23])([CH3:24])[O:25][CH3:26].[Cl-:33].[Na+:31].[Na+:32]>>[CH2:1]([c:2]1[cH:3][cH:4][cH:5][cH:6][cH:7]1)[O:8][C:9](=[O:10])[NH:11][CH:12]1[C:13](=[O:19])[N:14]2[CH:15]1[CH2:16][CH2:17][O:18][C:22]2([CH3:23])[CH3:24]. Starting materials: C1(=CC=CC=C1)S(=O)(=O)N1C=C(C2=C1N=CN=C2Cl)I (7-Benzenesulfonyl-4-chloro-5-iodo-7H-pyrrolo[2,3-d]pyrimidine), S1C(=CC=C1)B(O)O (thiophene-2-boronic acid), NC=1C=C(C=CC1)C#C (m-aminophenyl acetylene). The yield is 40.0%. Run in CO (methanol). As a reaction SMILES: C1(S([N:10]2[C:14]3[N:15]=[CH:16][N:17]=[C:18](Cl)[C:13]=3[C:12](I)=[CH:11]2)(=O)=O)C=CC=CC=1.[S:21]1[CH:25]=[CH:24][CH:23]=[C:22]1B(O)O.[NH2:29][C:30]1[CH:31]=[C:32]([C:36]#[CH:37])[CH:33]=[CH:34][CH:35]=1>CO>[C:36]([C:32]1[CH:31]=[C:30]([NH:29][C:18]2[C:13]3[C:12]([C:22]4[S:21][CH:25]=[CH:24][CH:23]=4)=[CH:11][NH:10][C:14]=3[N:15]=[CH:16][N:17]=2)[CH:35]=[CH:34][CH:33]=1)#[CH:37]. Procedure details: Following the procedure described in Example 26, the title compound was prepared in 40% yield from 7-Benzenesulfonyl-4-chloro-5-iodo-7H-pyrrolo[2,3-d]pyrimidine and thiophene-2-boronic acid followed by coupling with m-aminophenyl acetylene (27 mg, 0.233 mmoles) in methanol: MP: 230-232° C.; TS-MS: 317 (MH+); anal. RP18-HPLC RT: 5.614 minutes. Product: C(#C)C=1C=C(C=CC1)NC=1C2=C(N=CN1)NC=C2C=2SC=CC2 ((3-Ethynyl-phenyl)-(5-thiophen-2-yl-7H-pyrrolo[2,3-d]pyrimidin4-yl]-amine). Reactants: N1=NC(=CC=C1C(=O)OCC)C(=O)OCC (diethyl 3,6-pyridazinedicarboxylate), Cl (HCl). Run in CCOCC (ether), C(C)O (ethyl alcohol), [OH-].[Na+] (NaOH). Reaction conditions: time 2 hour. The product is C(C)OC(=O)C1=CC=C(N=N1)C(=O)O (6-(ethoxycarbonyl)-3-pyridazinecarboxylic acid). RXN SMILES: [N:1]1[C:6]([C:7]([O:9][CH2:10][CH3:11])=[O:8])=[CH:5][CH:4]=[C:3]([C:12]([O:14]CC)=[O:13])[N:2]=1.Cl>C(O)C.[OH-].[Na+].CCOCC>[CH2:10]([O:9][C:7]([C:6]1[N:1]=[N:2][C:3]([C:12]([OH:14])=[O:13])=[CH:4][CH:5]=1)=[O:8])[CH3:11] |f:3.4|. Reported procedure: To the diethyl 3,6-pyridazinedicarboxylate (5.0 g, 22.3 mmol) in 150 ml ethyl alcohol, 24.5 ml 1N NaOH was added. The mixture was stirred for 2 hours. The resulting salt was collected by filtration then was dissolved in minimum amount of water. The aqueous solution obtained was then acidified with 2N HCl in ether until the PH=2 and extracted with ethyl acetate. The combined extracts were washed with brine and dried over sodium sulfate. Removal of the solvent afforded 4.1 g of light yellowish oil... Reactants: ClC=1C=CC(=C(CN2C3=C(NCC2)N=CC(=C3)C=3C=C(C(=O)O)C=CC3)C1)C(F)(F)F (3-{1-[5-chloro-2-(trifluoromethyl)benzyl]-1,2,3,4-tetrahydropyrido[2,3-b]pyrazin-7-yl}benzoic acid), ClC=1C=C(CN)C=CC1 (3-chlorobenzylamine). Yields the product ClC=1C=C(CNC(C2=CC(=CC=C2)C2=CC3=C(NCCN3CC3=C(C=CC(=C3)Cl)C(F)(F)F)N=C2)=O)C=CC1 (N-(3-Chlorobenzyl)-3-{1-[5-Chloro-2-(trifluoromethyl)benzyl]-1,2,3,4-tetrahydropyrido[2,3-b]pyrazin-7-yl}benzamide). Reaction SMILES: [Cl:1][C:2]1[CH:3]=[CH:4][C:5]([C:28]([F:31])([F:30])[F:29])=[C:6]([CH:27]=1)[CH2:7][N:8]1[CH2:13][CH2:12][NH:11][C:10]2[N:14]=[CH:15][C:16]([C:18]3[CH:19]=[C:20]([CH:24]=[CH:25][CH:26]=3)[C:21]([OH:23])=O)=[CH:17][C:9]1=2.[Cl:32][C:33]1[CH:34]=[C:35]([CH:38]=[CH:39][CH:40]=1)[CH2:36][NH2:37]>>[Cl:32][C:33]1[CH:34]=[C:35]([CH:38]=[CH:39][CH:40]=1)[CH2:36][NH:37][C:21](=[O:23])[C:20]1[CH:24]=[CH:25][CH:26]=[C:18]([C:16]2[CH:15]=[N:14][C:10]3[NH:11][CH2:12][CH2:13][N:8]([CH2:7][C:6]4[CH:27]=[C:2]([Cl:1])[CH:3]=[CH:4][C:5]=4[C:28]([F:30])([F:29])[F:31])[C:9]=3[CH:17]=2)[CH:19]=1. Procedure: 3-{1-[5-chloro-2-(trifluoromethyl)benzyl]-1,2,3,4-tetrahydropyrido[2,3-b]pyrazin-7-yl}benzoic acid was reacted with 3-chlorobenzylamine as in General Procedure 10 to give the title compound. LCMS: m/z=570.99 (M+H+); retention time=0.99 minutes. Reactants: CC=1N=C(SC1C)N (4,5-Dimethylthiazol-2-ylamine), BrCC1=CC=C(C=C1)C(C)(C)C (1-bromomethyl-4-tert-butylbenzene), C12(CC3CC(CC(C1)C3)C2)C(=O)O (1-adamantane carboxylic acid). Yields the product C(C)(C)(C)C1=CC=C(CN2/C(/SC(=C2C)C)=N/C(=O)C23CC4CC(CC(C2)C4)C3)C=C1 (N-[(2Z)-3-(4-tert-butylbenzyl)-4,5-dimethyl-1,3-thiazol-2(3H)-ylidene]adamantane-1-carboxamide). RXN SMILES: [CH3:1][C:2]1[N:3]=[C:4]([NH2:8])[S:5][C:6]=1[CH3:7].Br[CH2:10][C:11]1[CH:16]=[CH:15][C:14]([C:17]([CH3:20])([CH3:19])[CH3:18])=[CH:13][CH:12]=1.[C:21]12([C:31](O)=[O:32])[CH2:30][CH:25]3[CH2:26][CH:27]([CH2:29][CH:23]([CH2:24]3)[CH2:22]1)[CH2:28]2>>[C:17]([C:14]1[CH:15]=[CH:16][C:11]([CH2:10][N:3]2[C:2]([CH3:1])=[C:6]([CH3:7])[S:5]/[C:4]/2=[N:8]\[C:31]([C:21]23[CH2:30][CH:25]4[CH2:24][CH:23]([CH2:29][CH:27]([CH2:26]4)[CH2:28]2)[CH2:22]3)=[O:32])=[CH:12][CH:13]=1)([CH3:20])([CH3:19])[CH3:18]. Procedure details: 4,5-Dimethylthiazol-2-ylamine, 1-bromomethyl-4-tert-butylbenzene and 1-adamantane carboxylic acid were processed according to the method of Example 47 to afford the title compound. 1H NMR (CDCl3, 500 MHz) δ ppm 1.24 (s, 9 H) 1.54-1.73 (m, 6 H) 1.82 (d, J=2.50 Hz, 6 H) 1.92-2.01 (m, 3 H) 2.10 (s, 3 H) 2.13 (s, 3 H) 5.39 (s, 2 H) 7.19 (d, J=8.42 Hz, 2 H) 7.36 (d, J=8.42 Hz, 2 H); MS (ESI) m/z 437 (M+H)+. The reactants are 25, NCCO (2-aminoethanol), 29, FC1=CC(=C(C(=O)Cl)C=C1)[N+](=O)[O-] (4-fluoro-2-nitrobenzoyl chloride). The solvent is CC1=CC=CC=C1 (methylbenzene), CC1=CC=CC=C1 (methylbenzene). Run at time 30 minute. The product is 28, FC1=CC(=C(C(=O)NCCO)C=C1)[N+](=O)[O-] (4-fluoro-N-(2-hydroxyethyl)-2-nitrobenzamide). Yield: 64.0%. Reaction SMILES: [NH2:1][CH2:2][CH2:3][OH:4].[F:5][C:6]1[CH:14]=[CH:13][C:9]([C:10](Cl)=[O:11])=[C:8]([N+:15]([O-:17])=[O:16])[CH:7]=1>CC1C=CC=CC=1>[F:5][C:6]1[CH:14]=[CH:13][C:9]([C:10]([NH:1][CH2:2][CH2:3][OH:4])=[O:11])=[C:8]([N+:15]([O-:17])=[O:16])[CH:7]=1. Procedure details: To a stirred and cooled mixture of 25 parts of 2-aminoethanol and 135 parts of methylbenzene is added dropwise a solution of 29 parts of 4-fluoro-2-nitrobenzoyl chloride in methylbenzene. Upon completion, stirring is continued for 30 minutes at room temperature. The precipitated product is filtered off, taken up in water and extracted with 4-methyl-2-pentanone. The extract is dried, filtered and evaporated, yielding 28 parts (64%) of 4-fluoro-N-(2-hydroxyethyl)-2-nitrobenzamide as a residue. The reactants are ClC=1NC2=C(N1)C=CC=C2 (2-chloro-benzoimidazole), C(=O)([O-])[O-].[K+].[K+] (K2CO3), C(C(C)C)I (isobutyl iodide), ice water. Solvent: CN(C)C=O (DMF). Run at time 3 day. The product is ClC1=NC2=C(N1CC(C)C)C=CC=C2 (2-chloro-1-isobutyl-benzoimidazole). Yield: 96.0%. As a reaction SMILES: [Cl:1][C:2]1[NH:3][C:4]2[CH:10]=[CH:9][CH:8]=[CH:7][C:5]=2[N:6]=1.C([O-])([O-])=O.[K+].[K+].[CH2:17](I)[CH:18]([CH3:20])[CH3:19]>CN(C=O)C>[Cl:1][C:2]1[N:6]([CH2:17][CH:18]([CH3:20])[CH3:19])[C:5]2[CH:7]=[CH:8][CH:9]=[CH:10][C:4]=2[N:3]=1 |f:1.2.3|. Reported procedure: To a solution of 2-chloro-benzoimidazole (1.0 eq.) in DMF was added K2CO3 (2.0 eq.) and isobutyl iodide (1.5 eq.). The reaction mixture was stirred at room temperature for 3 days. The reaction mixture was poured into ice-water. The mixture was extracted with ethyl acetate (3×100 mL), washed with brine, dried over Na2SO4, concentrated to get a residue, which was purified by column chromatography to afford 4 g (96%) of 2-chloro-1-isobutyl-benzoimidazole.